This data is from the Open Reaction Database (ORD), a public repository of structured organic reaction records. The task is: describe an organic reaction: reactants, conditions, products, and yield Starting materials: N1(CCCCC1)CCOCC(CC(=O)OCCCC=1SC=CC1)=O (3-(2-thienyl)propyl 4-(2-(1-piperidinyl)ethoxy)acetoacetate), CC1=C(C=C(C=O)C=C1)[N+](=O)[O-] (4-methyl-3-nitrobenzaldehyde), Cl.C(N)(=N)C=1OC=CC1 (2-amidinofuran hydrochloride), N1CCOCC1 (morpholine), C(C)(=O)O (acetic acid), S(=O)(=O)([O-])[O-].[Na+].[Na+] (sodium sulfate). Run in C(C)O (ethanol). Reaction conditions: temperature 40 celsius. The product is O1C(=CC=C1)C=1NC(=C(C(N1)C1=CC(=C(C=C1)C)[N+](=O)[O-])C(=O)OCCCC=1SC=CC1)COCCN1CCCCC1 (3-(2-Thienyl)propyl 2-(2-furyl)-4-(4-methyl-3-nitrophenyl)-6-[(2-(1-piperidinyl)ethoxy)methyl]-1,4-dihydropyrimidine-5-carboxylate). Yield: 1.8%. RXN SMILES: [N:1]1([CH2:7][CH2:8][O:9][CH2:10][C:11](=O)[CH2:12][C:13]([O:15][CH2:16][CH2:17][CH2:18][C:19]2[S:20][CH:21]=[CH:22][CH:23]=2)=[O:14])[CH2:6][CH2:5][CH2:4][CH2:3][CH2:2]1.[CH3:25][C:26]1[CH:33]=[CH:32][C:29]([CH:30]=O)=[CH:28][C:27]=1[N+:34]([O-:36])=[O:35].Cl.[C:38]([C:41]1[O:42][CH:43]=[CH:44][CH:45]=1)(=[NH:40])[NH2:39].N1CCOCC1.C(O)(=O)C.S([O-])([O-])(=O)=O.[Na+].[Na+]>C(O)C>[O:42]1[CH:43]=[CH:44][CH:45]=[C:41]1[C:38]1[NH:40][C:11]([CH2:10][O:9][CH2:8][CH2:7][N:1]2[CH2:6][CH2:5][CH2:4][CH2:3][CH2:2]2)=[C:12]([C:13]([O:15][CH2:16][CH2:17][CH2:18][C:19]2[S:20][CH:21]=[CH:22][CH:23]=2)=[O:14])[CH:30]([C:29]2[CH:32]=[CH:33][C:26]([CH3:25])=[C:27]([N+:34]([O-:36])=[O:35])[CH:28]=2)[N:39]=1 |f:2.3,6.7.8|. Reported procedure: A mixture of 3-(2-thienyl)propyl 4-(2-(1-piperidinyl)ethoxy)acetoacetate (4.0 g, 11.32 mmol), 4-methyl-3-nitrobenzaldehyde (1.87 g, 11.32 mmol), 2-amidinofuran hydrochloride (1.65 g, 11.32 mmol), morpholine (1.48 ml, 16.98 mmol), acetic acid (1.29 ml, 22.64 mmol), and sodium sulfate (3.21 g, 22.64 mmol) was stirred in ethanol (45 ml) for 1 hour at room temperature and then heated to 40° C. for 9 days. The ethanol was removed in vacuo and ethyl acetate was added to the residue. The filtrate was w... Reactants: BrCc1ccccc1, [C-]#N, CCO, CCOC(C)=O, [K+], NC1(C(=O)O)CC(O)C2C(C(=O)O)C21, O. The product is NC1(C(=O)O)CC(=O)C2C(C(=O)O)C21. Reaction SMILES: [Br:18][CH2:19][c:20]1[cH:21][cH:22][cH:23][cH:24][cH:25]1.[C-:15]#[N:16].[CH3:26][CH2:27][OH:28].[CH3:30][CH2:31][O:32][C:33]([CH3:34])=[O:35].[K+:17].[NH2:1][C:2]1([C:12](=[O:13])[OH:14])[CH:3]2[CH:4]([C:9](=[O:10])[OH:11])[CH:5]2[CH:6]([OH:8])[CH2:7]1.[OH2:29]>>[NH2:1][C:2]1([C:12](=[O:13])[OH:14])[CH:3]2[CH:4]([C:9](=[O:10])[OH:11])[CH:5]2[C:6](=[O:8])[CH2:7]1. The reactants are N1=CNC(=C1)CNC(C)C ((3H-imidazol-4-ylmethyl)-isopropyl-amine), O1CCCC1 (tetrahydrofuran), [F-].C(CCC)[N+](CCCC)(CCCC)CCCC (tetrabutylammonium fluoride), O1CCCC1 (tetrahydrofuran). Conditions: time 8 hour. The product is N1=CNC(=C1)CN(C=1C=C(C=CC1)CO)C(C)C ({3-[(3H-Imidazol-4-ylmethyl)-isopropyl-amino]-phenyl}-methanol). As a reaction SMILES: [N:1]1[CH:5]=[C:4]([CH2:6][NH:7][CH:8]([CH3:10])[CH3:9])[NH:3][CH:2]=1.[F-].[CH2:12]([N+](CCCC)(CCCC)CCCC)[CH2:13][CH2:14]C.[O:29]1[CH2:33][CH2:32][CH2:31][CH2:30]1>>[N:1]1[CH:5]=[C:4]([CH2:6][N:7]([CH:13]([CH3:14])[CH3:12])[C:8]2[CH:10]=[C:31]([CH2:30][OH:29])[CH:32]=[CH:33][CH:9]=2)[NH:3][CH:2]=1 |f:1.2|. Procedure: [3-tert-Butyl-dimethyl-silanyloxymethyl]phenyl]-(3H-imidazol-4-ylmethyl)-isopropyl-amine (0.724 g, 2 mmol) was dissolved in tetrahydrofuran (20 ml) and tetrabutylammonium fluoride solution (4 ml, 1M) in tetrahydrofuran was added. After stirring the mixture at room temperature overnight the solvent was evaporated and the residue was purified by flash chromatography (SiO2, eluent: ethyl acetate) to yield a colourless gum, (0.252 g, 51%); MS (ISP): 246.4 ((M+H)+.). Starting materials: ClCOCc1ccccc1, CC#N, CC(C)O, OC(c1ccc(Cl)cc1)(c1ccc(Cl)cc1)c1ncc[nH]1, [I-], [K+], [Na+], [OH-], O=[N+]([O-])c1cc([N+](=O)[O-])c(O)c([N+](=O)[O-])c1. Product: OC(c1ccc(Cl)cc1)(c1ccc(Cl)cc1)c1nccn1COCc1ccccc1. As a reaction SMILES: [CH2:42]([c:43]1[cH:44][cH:45][cH:46][cH:47][cH:48]1)[O:49][CH2:50][Cl:51].[CH3:56][C:57]#[N:58].[CH:52]([OH:53])([CH3:54])[CH3:55].[Cl:1][c:2]1[cH:3][cH:4][c:5]([C:8]([OH:9])([c:10]2[nH:11][cH:12][cH:13][n:14]2)[c:15]2[cH:16][cH:17][c:18]([Cl:21])[cH:19][cH:20]2)[cH:6][cH:7]1.[I-:41].[K+:40].[Na+:23].[OH-:22].[OH:24][c:25]1[c:26]([N+:27](=[O:28])[O-:29])[cH:30][c:31]([N+:32](=[O:33])[O-:34])[cH:35][c:36]1[N+:37](=[O:38])[O-:39]>>[Cl:1][c:2]1[cH:3][cH:4][c:5]([C:8]([OH:9])([c:10]2[n:11][cH:12][cH:13][n:14]2[CH2:50][O:49][CH2:42][c:43]2[cH:44][cH:45][cH:46][cH:47][cH:48]2)[c:15]2[cH:16][cH:17][c:18]([Cl:21])[cH:19][cH:20]2)[cH:6][cH:7]1. The reactants are CN1N=NN=C1SCCCNCC (1-Methyl-5-[3-(N-ethylamino)propylthio]-1,2,3,4-tetrazole), C1(CCCCC1)C(=O)Cl (cyclohexanecarboxylic acid chloride), C([O-])([O-])=O.[K+].[K+] (potassium carbonate). The solvent is CC(=O)C (acetone), O (water). Conditions: time 2 hour. The product is CN1N=NN=C1SCCCN(C(=O)C1CCCCC1)CC (1-methyl-5-[3-(N-ethyl-N-cyclohexylcarbonylamino)propylthio]-1,2,3,4-tetrazole). The yield is 58.2%. RXN SMILES: [CH3:1][N:2]1[C:6]([S:7][CH2:8][CH2:9][CH2:10][NH:11][CH2:12][CH3:13])=[N:5][N:4]=[N:3]1.C(=O)([O-])[O-].[K+].[K+].[CH:20]1([C:26](Cl)=[O:27])[CH2:25][CH2:24][CH2:23][CH2:22][CH2:21]1>CC(C)=O.O>[CH3:1][N:2]1[C:6]([S:7][CH2:8][CH2:9][CH2:10][N:11]([CH2:12][CH3:13])[C:26]([CH:20]2[CH2:25][CH2:24][CH2:23][CH2:22][CH2:21]2)=[O:27])=[N:5][N:4]=[N:3]1 |f:1.2.3|. Procedure: 1-Methyl-5-[3-(N-ethylamino)propylthio]-1,2,3,4-tetrazole (1 g) is dissolved in a mixture of acetone (50 ml) and water (10 ml). To the mixture is added potassium carbonate (0.7 g) and thereto is added dropwise with stirring cyclohexanecarboxylic acid chloride (0.9 g) under ice-cooling. Stirring is continued for 2 hours under ice-cooling. After acetone is distilled off, water is added to the resulting residue and the mixture is extracted with chloroform. The chloroform solution is washed with sat...